Dataset: the Open Reaction Database (ORD), a public repository of structured organic reaction records. Task: describe an organic reaction: reactants, conditions, products, and yield Starting materials: C=CCC(O)C(Cc1ccccc1)N(C)C(=O)OC(C)(C)C, C1CCOC1, CCO, B1C2CCCC1CCC2, [Na+], [OH-], O, OO. Product: CN(C(=O)OC(C)(C)C)C(Cc1ccccc1)C(O)CCCO. RXN SMILES: [C:1]([CH3:2])([CH3:3])([CH3:4])[O:5][C:6]([N:7]([CH3:8])[CH:9]([CH:10]([CH2:11][CH:12]=[CH2:13])[OH:14])[CH2:15][c:16]1[cH:17][cH:18][cH:19][cH:20][cH:21]1)=[O:22].[CH2:37]1[O:38][CH2:39][CH2:40][CH2:41]1.[CH3:42][CH2:43][OH:44].[CH:23]12[CH2:24][CH2:25][CH2:26][CH:27]([BH:28]1)[CH2:29][CH2:30][CH2:31]2.[Na+:33].[OH-:32].[OH2:34].[OH:35][OH:36]>>[C:1]([CH3:2])([CH3:3])([CH3:4])[O:5][C:6]([N:7]([CH3:8])[CH:9]([CH:10]([CH2:11][CH2:12][CH2:13][OH:32])[OH:14])[CH2:15][c:16]1[cH:17][cH:18][cH:19][cH:20][cH:21]1)=[O:22]. Reactants: CN(C)C(=O)Cl, CN(C)c1ccncc1, Cl, O, NS(=O)(=O)c1nc2ccc(O)cc2s1, c1ccncc1. The product is CN(C)C(=O)Oc1ccc2nc(S(N)(=O)=O)sc2c1. RXN SMILES: [CH3:15][N:16]([C:17](=[O:18])[Cl:19])[CH3:20].[CH3:23][N:24]([CH3:25])[c:26]1[cH:27][cH:28][n:29][cH:30][cH:31]1.[ClH:22].[OH2:21].[OH:1][c:2]1[cH:3][c:4]2[c:5]([n:6][c:7]([S:9](=[O:10])(=[O:11])[NH2:12])[s:8]2)[cH:13][cH:14]1.[cH:32]1[cH:33][cH:34][n:35][cH:36][cH:37]1>>[O:1]([c:2]1[cH:3][c:4]2[c:5]([n:6][c:7]([S:9](=[O:10])(=[O:11])[NH2:12])[s:8]2)[cH:13][cH:14]1)[C:17]([N:16]([CH3:15])[CH3:20])=[O:18]. Reactants: BrC=1C=C(C(=O)O)C=CC1 (3-bromobenzoic acid), C(C)#N (acetonitrile), N,N'-carbonyldiimidazole, NC1=NC2=NC(=CC=C2C=C1)C1=CC(=CC=C1)C (2-amino-7-(3-methylphenyl)-1,8-naphthyridine). Run in O (water). Conditions: temperature 4 celsius. Yields the product CC=1C=C(C=CC1)C1=CC=C2C=CC(=NC2=N1)NC(C1=CC(=CC=C1)Br)=O (N-[7-(3-Methylphenyl)-1,8-naphthyridin-2-yl]-3-bromobenzamide). The yield is 23.4%. As a reaction SMILES: [Br:1][C:2]1[CH:3]=[C:4]([CH:8]=[CH:9][CH:10]=1)[C:5]([OH:7])=O.[NH2:11][C:12]1[CH:21]=[CH:20][C:19]2[C:14](=[N:15][C:16]([C:22]3[CH:27]=[CH:26][CH:25]=[C:24]([CH3:28])[CH:23]=3)=[CH:17][CH:18]=2)[N:13]=1.C(#N)C>O>[CH3:28][C:24]1[CH:23]=[C:22]([C:16]2[N:15]=[C:14]3[C:19]([CH:20]=[CH:21][C:12]([NH:11][C:5](=[O:7])[C:4]4[CH:8]=[CH:9][CH:10]=[C:2]([Br:1])[CH:3]=4)=[N:13]3)=[CH:18][CH:17]=2)[CH:27]=[CH:26][CH:25]=1. Procedure details: The procedure is analogous to that described in Example 11, but starting with 3-bromobenzoic acid (2.8 g), N,N'-carbonyldiimidazole (2.3 g) and 2-amino-7-(3-methylphenyl)-1,8-naphthyridine (2.4 g). The product obtained by precipitation in water (2.3 g) is dissolved in boiling acetonitrile (300 cc). After 4 hours of cooling at 4° C., the crystallized solid is separated by filtration, washed with acetonitrile (3×5 cc) and dried at 35° C. under reduced pressure (0.07 kPa). N-[7-(3-Methylphenyl)-1,8... The reactants are solid, Cl.Cl.O1CCC2=C1C=CC=C2C2CCN(CC2)CC[C@@H]2CC[C@H](CC2)N (trans-4-{2-[4-(2,3-dihydro-benzofuran-4-yl)-piperidin-1-yl]-ethyl}-cyclohexylamine dihydrochloride), Cl.Cl.O1CCC2=C1C=CC=C2C2CCN(CC2)CC[C@@H]2CC[C@H](CC2)N (trans-4-{2-[4-(2,3-dihydro-benzofuran-4-yl)-piperidin-1-yl]-ethyl}-cyclohexylamine dihydrochloride), COC(CC(=O)OC)OC (methyl 3,3-dimethoxy-propanoate). Product: O1CCC2=C1C=CC=C2C2CCN(CC2)CC[C@@H]2CC[C@H](CC2)NC(CC(OC)OC)=O (trans-N-(4-{2-[4-(2,3-Dihydro-benzofuran-4-yl)-piperidin-1-yl]ethyl}-cyclohexyl)-3,3-dimethoxy-propionamide). As a reaction SMILES: Cl.Cl.[O:3]1[C:7]2[CH:8]=[CH:9][CH:10]=[C:11]([CH:12]3[CH2:17][CH2:16][N:15]([CH2:18][CH2:19][C@H:20]4[CH2:25][CH2:24][C@H:23]([NH2:26])[CH2:22][CH2:21]4)[CH2:14][CH2:13]3)[C:6]=2[CH2:5][CH2:4]1.[CH3:27][O:28][CH:29]([O:35][CH3:36])[CH2:30][C:31](OC)=[O:32]>>[O:3]1[C:7]2[CH:8]=[CH:9][CH:10]=[C:11]([CH:12]3[CH2:17][CH2:16][N:15]([CH2:18][CH2:19][C@H:20]4[CH2:21][CH2:22][C@H:23]([NH:26][C:31](=[O:32])[CH2:30][CH:29]([O:35][CH3:36])[O:28][CH3:27])[CH2:24][CH2:25]4)[CH2:14][CH2:13]3)[C:6]=2[CH2:5][CH2:4]1 |f:0.1.2|. Procedure: The title compound, white solid (85 mg, 77%), MS (ISP) m/z=445.3 [(M+H)+], mp 240° C., was prepared in accordance with the general method of example 81 from trans-4-{2-[4-(2,3-dihydro-benzofuran-4-yl)-piperidin-1-yl]-ethyl}-cyclohexylamine dihydrochloride (intermediate B) (100 mg, 0.25 mmol) and methyl 3,3-dimethoxy-propanoate. Reactants: ClC=1C=C(C=CC1Cl)C(CC=O)C1N(C(C2=C(C=CC=C12)OC(C)C)=O)C (3-(3,4-Dichlorophenyl)-3-(4-isopropoxy-2-methyl-3-oxo-2,3-dihydro-1H-isoindol-1-yl)propionaldehyde), O=C1N(CCCN1)C1CCNCC1 (4-(2-oxoperhydropyrimidine-1-yl)piperidine). Product: Cl.ClC=1C=C(C=CC1Cl)C(CCN1CCC(CC1)N1C(NCCC1)=O)C1N(C(C2=C(C=CC=C12)OC(C)C)=O)C (3-[1-(3,4-Dichlorophenyl)-3-(4-(2-oxoperhydropyrimidine-1-yl)piperidino)propyl]-7-isopropoxy-2-methyl-2,3-dihydroisoindol-1-one hydrochloride). The yield is 71.0%. Reaction SMILES: [Cl:1][C:2]1[CH:3]=[C:4]([CH:9]([CH:13]2[C:21]3[C:16](=[C:17]([O:22][CH:23]([CH3:25])[CH3:24])[CH:18]=[CH:19][CH:20]=3)[C:15](=[O:26])[N:14]2[CH3:27])[CH2:10][CH:11]=O)[CH:5]=[CH:6][C:7]=1[Cl:8].[O:28]=[C:29]1[NH:34][CH2:33][CH2:32][CH2:31][N:30]1[CH:35]1[CH2:40][CH2:39][NH:38][CH2:37][CH2:36]1>>[ClH:1].[Cl:1][C:2]1[CH:3]=[C:4]([CH:9]([CH:13]2[C:21]3[C:16](=[C:17]([O:22][CH:23]([CH3:25])[CH3:24])[CH:18]=[CH:19][CH:20]=3)[C:15](=[O:26])[N:14]2[CH3:27])[CH2:10][CH2:11][N:38]2[CH2:39][CH2:40][CH:35]([N:30]3[CH2:31][CH2:32][CH2:33][NH:34][C:29]3=[O:28])[CH2:36][CH2:37]2)[CH:5]=[CH:6][C:7]=1[Cl:8] |f:2.3|. Procedure: 3-(3,4-Dichlorophenyl)-3-(4-isopropoxy-2-methyl-3-oxo-2,3-dihydro-1H-isoindol-1-yl)propionaldehyde (0.15 g) was coupled to 4-(2-oxoperhydropyrimidine-1-yl)piperidine (0.068 g) by a method similar to that described in Example 8. The reaction product was not purified by chromatography but converted to the corresponding hydrochloride salt as described in the Example 8 to afford the title compound (0.08 g); mp 180°-200° C. (d); MS: m/z=573(M+1); NMR: 1.14 (m,6), 1.77 (broad,4), 2.17 (m,2), 2.98 (s,3... Starting materials: BrCCC1=C(C(=O)OC)C=C(C=C1)Cl (methyl 2-(bromoethyl)-5-chlorobenzoate), ClC1=CC=C(C=C1)O (4-chlorophenol). The product is ClC=1C=CC(=C(C(=O)OC)C1)COC1=CC=C(C=C1)Cl (Methyl 5-chloro-2-[(4-chlorophenoxy)methyl]benzoate). As a reaction SMILES: BrC[CH2:3][C:4]1[CH:13]=[CH:12][C:11]([Cl:14])=[CH:10][C:5]=1[C:6]([O:8][CH3:9])=[O:7].[Cl:15][C:16]1[CH:21]=[CH:20][C:19]([OH:22])=[CH:18][CH:17]=1>>[Cl:14][C:11]1[CH:12]=[CH:13][C:4]([CH2:3][O:22][C:19]2[CH:20]=[CH:21][C:16]([Cl:15])=[CH:17][CH:18]=2)=[C:5]([CH:10]=1)[C:6]([O:8][CH3:9])=[O:7]. Reported procedure: The title compound was prepared according to the procedure described in step 1 of Example 1 from methyl 2-(bromoethyl)-5-chlorobenzoate and 4-chlorophenol: Reactants: C1CCOC1, CO, COC(=O)c1cccc(CN(Cc2ccc(F)cc2)S(=O)(=O)c2cc(Cl)cc(Cl)c2O)n1, [Na+], [OH-]. Yields the product O=C(O)c1cccc(CN(Cc2ccc(F)cc2)S(=O)(=O)c2cc(Cl)cc(Cl)c2O)n1. As a reaction SMILES: [CH2:35]1[O:36][CH2:37][CH2:38][CH2:39]1.[CH3:40][OH:41].[Cl:1][c:2]1[c:3]([OH:32])[c:4]([S:9](=[O:10])(=[O:11])[N:12]([CH2:13][c:14]2[cH:15][cH:16][c:17]([F:20])[cH:18][cH:19]2)[CH2:21][c:22]2[cH:23][cH:24][cH:25][c:26]([C:28](=[O:29])[O:30][CH3:31])[n:27]2)[cH:5][c:6]([Cl:8])[cH:7]1.[Na+:34].[OH-:33]>>[Cl:1][c:2]1[c:3]([OH:32])[c:4]([S:9](=[O:10])(=[O:11])[N:12]([CH2:13][c:14]2[cH:15][cH:16][c:17]([F:20])[cH:18][cH:19]2)[CH2:21][c:22]2[cH:23][cH:24][cH:25][c:26]([C:28](=[O:29])[OH:30])[n:27]2)[cH:5][c:6]([Cl:8])[cH:7]1.